From a dataset of the Open Reaction Database (ORD), a public repository of structured organic reaction records. describe an organic reaction: reactants, conditions, products, and yield Reactants: ClC(C=O)(C(C)C)Cl (2,2-dichloroisovaleraldehyde), N (ammonia), C(C)#N (acetonitrile), C(C1=CC=CC=C1)=O (benzaldehyde), ice water. Conditions: time 66 hour. The product is C1(=CC=CC=C1)C=1NC=C(N1)CCC (2-Phenyl-4-n-propylimidazole). RXN SMILES: Cl[C:2](Cl)([CH:5]([CH3:7])C)[CH:3]=O.[CH:9](=O)[C:10]1[CH:15]=[CH:14][CH:13]=[CH:12][CH:11]=1.[NH3:17].[C:18](#[N:20])C>>[C:10]1([C:9]2[NH:20][CH:18]=[C:3]([CH2:2][CH2:5][CH3:7])[N:17]=2)[CH:15]=[CH:14][CH:13]=[CH:12][CH:11]=1. Procedure: A mixture consisting of 1.55 g of 2,2-dichloroisovaleraldehyde, 1.27 g of benzaldehyde, and 8 ml of acetonitrile was cooled in an ice-water, and to the mixture was added 13.5 ml of concentrated aqueous ammonia, and then the resulting mixture was stirred for 66 hours at room temperature. The product was extracted with methylene chloride, and the extract was washed with water, dried over anhydrous magnesium sulfate, and evaporated to yield a crude product. The crude product was chromatographed usi... Reactants: Cl.C(C)N=C=NCCCN(C)C (1-ethyl-3-(3′-dimethylaminopropyl)carbodiimide hydrochloride), C(O)([O-])=O.[Na+] (sodium hydrogen carbonate), O=S1(N(CCC1)C1=CC=C(C(=O)O)C=C1)=O (4-(1,1-Dioxo-1λ6-isothiazolidin-2-yl)benzoic acid), Cl.N1CCC(CC1)C(=O)C1=CC=C(C=C1)C ((piperidin-4-yl) (p-tolyl)methanone hydrochloride), ON1N=NC2=C1C=CC=C2 (1-hydroxybenzotriazole). The solvent is CN(C=O)C (N,N-dimethylformamide), C(C)N(CC)CC (triethylamine). Reaction conditions: time 8 hour. The product is O=S1(N(CCC1)C1=CC=C(C=C1)C(=O)N1CCC(CC1)C(C1=CC=C(C=C1)C)=O)=O ([4-(1,1-dioxo-1λ6-isothiazolidin-2-yl)phenyl][4-(4-methylbenzoyl)piperidin-1-yl]methanone). Isolated yield 24.1%. As a reaction SMILES: [O:1]=[S:2]1(=[O:16])[CH2:6][CH2:5][CH2:4][N:3]1[C:7]1[CH:15]=[CH:14][C:10]([C:11]([OH:13])=O)=[CH:9][CH:8]=1.Cl.[NH:18]1[CH2:23][CH2:22][CH:21]([C:24]([C:26]2[CH:31]=[CH:30][C:29]([CH3:32])=[CH:28][CH:27]=2)=[O:25])[CH2:20][CH2:19]1.ON1C2C=CC=CC=2N=N1.Cl.C(N=C=NCCCN(C)C)C.C(=O)([O-])O.[Na+]>CN(C)C=O.C(N(CC)CC)C>[O:16]=[S:2]1(=[O:1])[CH2:6][CH2:5][CH2:4][N:3]1[C:7]1[CH:8]=[CH:9][C:10]([C:11]([N:18]2[CH2:23][CH2:22][CH:21]([C:24](=[O:25])[C:26]3[CH:27]=[CH:28][C:29]([CH3:32])=[CH:30][CH:31]=3)[CH2:20][CH2:19]2)=[O:13])=[CH:14][CH:15]=1 |f:1.2,4.5,6.7|. Reported procedure: 4-(1,1-Dioxo-1λ6-isothiazolidin-2-yl)benzoic acid (253 mg) described in Preparation Example 16, (piperidin-4-yl) (p-tolyl)methanone hydrochloride (252 mg), 1-hydroxybenzotriazole 1 hydrate (142 mg) and triethylamine (0.15 mL) were dissolved in N,N-dimethylformamide (5 mL), 1-ethyl-3-(3′-dimethylaminopropyl)carbodiimide hydrochloride (202 mg) was added, and the mixture was stirred at room temperature overnight. To the reaction mixture was added 5% aqueous sodium hydrogen carbonate solution, and t... Reactants: C1(=CC=CC=C1)S(=O)(=O)N1C(=CC2=CC=CC=C12)C1(CCN(CC1)CC1=CC=CC=C1)O (1-phenylsulfonyl-2-(1-benzyl-4-hydroxypiperidin-4-yl)-1H-indole), C1(=CC=C(C=C1)S(=O)(=O)O)C (p-toluenesulfonic acid). Solvent: C1(=CC=CC=C1)C (toluene). Product: C1(=CC=CC=C1)S(=O)(=O)N1C(=CC2=CC=CC=C12)C=1CCN(CC1)CC1=CC=CC=C1 (1-phenylsulfonyl-2-(1-benzyl-1,2,3,6-tetrahydropyridin-4-yl)-1H-indole). The yield is 85.1%. RXN SMILES: [C:1]1([S:7]([N:10]2[C:18]3[C:13](=[CH:14][CH:15]=[CH:16][CH:17]=3)[CH:12]=[C:11]2[C:19]2(O)[CH2:24][CH2:23][N:22]([CH2:25][C:26]3[CH:31]=[CH:30][CH:29]=[CH:28][CH:27]=3)[CH2:21][CH2:20]2)(=[O:9])=[O:8])[CH:6]=[CH:5][CH:4]=[CH:3][CH:2]=1.C1(C)C=CC(S(O)(=O)=O)=CC=1>C1(C)C=CC=CC=1>[C:1]1([S:7]([N:10]2[C:18]3[C:13](=[CH:14][CH:15]=[CH:16][CH:17]=3)[CH:12]=[C:11]2[C:19]2[CH2:24][CH2:23][N:22]([CH2:25][C:26]3[CH:27]=[CH:28][CH:29]=[CH:30][CH:31]=3)[CH2:21][CH:20]=2)(=[O:9])=[O:8])[CH:6]=[CH:5][CH:4]=[CH:3][CH:2]=1. Reported procedure: A mixture of 1.4 gm (3.1 mMol) 1-phenylsulfonyl-2-(1-benzyl-4-hydroxypiperidin-4-yl)-1H-indole and 1.2 gm (6.2 mMol) p-toluenesulfonic acid in 30 mL toluene was heated at reflux for 18 hours. The reaction mixture was concentrated under reduced pressure and the residue partitioned between ethyl acetate and 2N sodium hydroxide. The phases were separated and the organic phase washed with saturated aqueous sodium chloride, dried over sodium sulfate and concentrated under reduced pressure. The residu... Reactants: CC(C)(C)OC(=O)NC1CCSc2cc(C(=O)O)ccc21, C[n+]1ccccc1Cl, [I-], Nc1ccnc2c1cnn2C(c1ccccc1)(c1ccccc1)c1ccccc1. Yields the product CC(C)(C)OC(=O)NC1CCSc2cc(C(=O)Nc3ccnc4c3cnn4C(c3ccccc3)(c3ccccc3)c3ccccc3)ccc21. As a reaction SMILES: [C:1]([CH3:2])([CH3:3])([CH3:4])[O:5][C:6](=[O:7])[NH:8][CH:9]1[CH2:10][CH2:11][S:12][c:13]2[cH:14][c:15]([C:19](=[O:20])[OH:21])[cH:16][cH:17][c:18]21.[Cl:52][c:53]1[cH:54][cH:55][cH:56][cH:57][n+:58]1[CH3:59].[I-:51].[NH2:22][c:23]1[c:24]2[c:25]([n:26][cH:27][cH:28]1)[n:29]([C:32]([c:33]1[cH:34][cH:35][cH:36][cH:37][cH:38]1)([c:39]1[cH:40][cH:41][cH:42][cH:43][cH:44]1)[c:45]1[cH:46][cH:47][cH:48][cH:49][cH:50]1)[n:30][cH:31]2>>[C:1]([CH3:2])([CH3:3])([CH3:4])[O:5][C:6](=[O:7])[NH:8][CH:9]1[CH2:10][CH2:11][S:12][c:13]2[cH:14][c:15]([C:19](=[O:20])[NH:22][c:23]3[c:24]4[c:25]([n:26][cH:27][cH:28]3)[n:29]([C:32]([c:33]3[cH:34][cH:35][cH:36][cH:37][cH:38]3)([c:39]3[cH:40][cH:41][cH:42][cH:43][cH:44]3)[c:45]3[cH:46][cH:47][cH:48][cH:49][cH:50]3)[n:30][cH:31]4)[cH:16][cH:17][c:18]21. Starting materials: C1(CC1)NC(C1=CC(=C(C=C1)C)NC(C1=CC=C(C=C1)OCC1=NOC(=C1)C)=O)=O (N-cyclopropyl-4-methyl-3-({4-[(5-methylisoxazol-3-yl)methoxy]benzoyl}amino)benzamide), Br (hydrobromic acid). Product: Br.C1(CC1)NC(C1=CC(=C(C=C1)C)NC(C1=CC=C(C=C1)OCC1=NOC(=C1)C)=O)=O (N-cyclopropyl-4-methyl-3-({4-[(5-methylisoxazol-3-yl)methoxy]benzoyl}amino)benzamide hydrobromide). Reaction SMILES: [CH:1]1([NH:4][C:5](=[O:30])[C:6]2[CH:11]=[CH:10][C:9]([CH3:12])=[C:8]([NH:13][C:14](=[O:29])[C:15]3[CH:20]=[CH:19][C:18]([O:21][CH2:22][C:23]4[CH:27]=[C:26]([CH3:28])[O:25][N:24]=4)=[CH:17][CH:16]=3)[CH:7]=2)[CH2:3][CH2:2]1.[BrH:31]>>[BrH:31].[CH:1]1([NH:4][C:5](=[O:30])[C:6]2[CH:11]=[CH:10][C:9]([CH3:12])=[C:8]([NH:13][C:14](=[O:29])[C:15]3[CH:16]=[CH:17][C:18]([O:21][CH2:22][C:23]4[CH:27]=[C:26]([CH3:28])[O:25][N:24]=4)=[CH:19][CH:20]=3)[CH:7]=2)[CH2:3][CH2:2]1 |f:2.3|. Reported procedure: Using an analogous procedure to that described in Example 36, N-cyclopropyl-4-methyl-3-({4-[(5-methylisoxazol-3-yl)methoxy]benzoyl}amino)benzamide was reacted with hydrobromic acid to give the title compound; NMR Spectrum: (DMSOd6) 0.57 (m, 2H), 0.68 (m, 2H), 2.26 (s, 3H), 2.44 (s, 3H), 2.85 (m, 1H), 5.25 (s, 2H), 6.37 (s, 1H), 7.15 (m, 2H), 7.31 (m, 1H), 7.61 (m, 1H), 7.78 (s, 1H), 7.98 (m, 2H), 8.37 (s, 1H), 9.82 (s, 1H); Mass Spectrum: M−− 404, M+Na+ 428. The reactants are OC=1C=C2C=CC(=CC2=CC1)C(C(=O)O)C (6-hydroxy-α-methyl-2-naphthaleneacetic acid), C[O-].[Na+] (sodium methoxide), ClCC1=NC2=CC=CC=C2C=C1 (2-(Chloromethyl)quinoline). The solvent is CO (methanol). Run at time 8 day. Product: CC(C(=O)O)C1=CC2=CC=C(C=C2C=C1)OCC1=NC2=CC=CC=C2C=C1 (α-Methyl-6-(2-quinolinylmethoxy)-2-naphthaleneacetic acid). Yield: 151.1%. Reaction SMILES: [OH:1][C:2]1[CH:3]=[C:4]2[C:9](=[CH:10][CH:11]=1)[CH:8]=[C:7]([CH:12]([CH3:16])[C:13]([OH:15])=[O:14])[CH:6]=[CH:5]2.C[O-].[Na+].Cl[CH2:21][C:22]1[CH:31]=[CH:30][C:29]2[C:24](=[CH:25][CH:26]=[CH:27][CH:28]=2)[N:23]=1>CO>[CH3:16][CH:12]([C:7]1[CH:6]=[CH:5][C:4]2[C:9](=[CH:10][CH:11]=[C:2]([O:1][CH2:21][C:22]3[CH:31]=[CH:30][C:29]4[C:24](=[CH:25][CH:26]=[CH:27][CH:28]=4)[N:23]=3)[CH:3]=2)[CH:8]=1)[C:13]([OH:15])=[O:14] |f:1.2|. Reported procedure: To a solution of 6-hydroxy-α-methyl-2-naphthaleneacetic acid (10.8 g, 50 mmol) in methanol (100 ml) is added sodium methoxide (100 mmol). After 10 minutes the solvent is removed and replaced with dimethylformamide (250 ml). 2-(Chloromethyl)quinoline (17.8 g, 100 mmol) is then added and the reaction mixture is stirred for 8 days at room temperature. The reaction mixture is partitioned between water and methylene chloride, the organic layer is washed with water and evaporated to yield 27 g of an o... Starting materials: ClC1=NC=C(C(=O)NC2=CC(=C(C=C2)Cl)NC(C2=CC=C(C=C2)F)=O)C=C1 (6-chloro-N-(4-chloro-3-(4-fluorobenzamido)phenyl)nicotinamide), C[C@@H]1NCCNC1 ((S)-2-methylpiperazin). Yields the product ClC1=C(C=C(C=C1)NC(C1=CN=C(C=C1)N1C[C@@H](NCC1)C)=O)NC(C1=CC=C(C=C1)F)=O ((S)—N-(4-chloro-3-(4-fluorobenzamido)phenyl)-6-(3-methylpiperazin-1-yl)nicotinamide). RXN SMILES: Cl[C:2]1[CH:27]=[CH:26][C:5]([C:6]([NH:8][C:9]2[CH:14]=[CH:13][C:12]([Cl:15])=[C:11]([NH:16][C:17](=[O:25])[C:18]3[CH:23]=[CH:22][C:21]([F:24])=[CH:20][CH:19]=3)[CH:10]=2)=[O:7])=[CH:4][N:3]=1.[CH3:28][C@H:29]1[CH2:34][NH:33][CH2:32][CH2:31][NH:30]1>>[Cl:15][C:12]1[CH:13]=[CH:14][C:9]([NH:8][C:6](=[O:7])[C:5]2[CH:26]=[CH:27][C:2]([N:33]3[CH2:32][CH2:31][NH:30][C@@H:29]([CH3:28])[CH2:34]3)=[N:3][CH:4]=2)=[CH:10][C:11]=1[NH:16][C:17](=[O:25])[C:18]1[CH:23]=[CH:22][C:21]([F:24])=[CH:20][CH:19]=1. Procedure details: 6-chloro-N-(4-chloro-3-(4-fluorobenzamido)phenyl)nicotinamide (0.18 mmol) was used in general procedure 3 with (S)-2-methylpiperazin (0.54 mmol). The product was purified by RP-HPLC to give (S)—N-(4-chloro-3-(4-fluorobenzamido)phenyl)-6-(3-methylpiperazin-1-yl)nicotinamide. MS (Q1) 468.3 (M)+ The reactants are ClC(=O)N1C2=C(NC(C3=C1C=CC=C3)=O)C=CC=C2 (5-(chlorocarbonyl)-5,10-dihydro-11H-dibenzo[b,e][1,4]diazepin-11-one), CN(C)CC1N(CCCC1)CCCN (3-[2-[(dimethylamino)methy]-piperidin-1-yl]propanamine), C(C)(C)OC(C)C (diisopropyl ether). Yields the product CN(C)CC1N(CCCC1)CCCNC(=O)N1C2=C(NC(C3=C1C=CC=C3)=O)C=CC=C2 (5,10-Dihydro-5-[[[3-[2-[(dimethylamino)methyl]-piperidin-1-yl]propyl]amino]carbonyl]-11H-dibenzo[b,e][1,4]diazepin-11-one). Yield: 80.0%. As a reaction SMILES: Cl[C:2]([N:4]1[C:10]2[CH:11]=[CH:12][CH:13]=[CH:14][C:9]=2[C:8](=[O:15])[NH:7][C:6]2[CH:16]=[CH:17][CH:18]=[CH:19][C:5]1=2)=[O:3].[CH3:20][N:21]([CH2:23][CH:24]1[CH2:29][CH2:28][CH2:27][CH2:26][N:25]1[CH2:30][CH2:31][CH2:32][NH2:33])[CH3:22].C(OC(C)C)(C)C>>[CH3:20][N:21]([CH2:23][CH:24]1[CH2:29][CH2:28][CH2:27][CH2:26][N:25]1[CH2:30][CH2:31][CH2:32][NH:33][C:2]([N:4]1[C:10]2[CH:11]=[CH:12][CH:13]=[CH:14][C:9]=2[C:8](=[O:15])[NH:7][C:6]2[CH:16]=[CH:17][CH:18]=[CH:19][C:5]1=2)=[O:3])[CH3:22]. Procedure: Prepared analogously to Example 2 from 5-(chlorocarbonyl)-5,10-dihydro-11H-dibenzo[b,e][1,4]diazepin-11-one and 3-[2-[(dimethylamino)methy]-piperidin-1-yl]propanamine in a yield of 80% of theory. Colourless crystals, m.p. 131°-133° C. (diisopropyl ether). The reactants are O=C(Cl)COCc1ccccc1, CC(C)=O, Nc1cccc(S(N)(=O)=O)c1, [Na+], O=C([O-])O, O. Yields the product NS(=O)(=O)c1cccc(NC(=O)COCc2ccccc2)c1. Reaction SMILES: [CH2:12]([c:13]1[cH:14][cH:15][cH:16][cH:17][cH:18]1)[O:19][CH2:20][C:21](=[O:22])[Cl:23].[CH3:29][C:30](=[O:31])[CH3:32].[NH2:1][c:2]1[cH:3][c:4]([S:8](=[O:9])(=[O:10])[NH2:11])[cH:5][cH:6][cH:7]1.[Na+:28].[O-:24][C:25]([OH:26])=[O:27].[OH2:33]>>[NH:1]([c:2]1[cH:3][c:4]([S:8](=[O:9])(=[O:10])[NH2:11])[cH:5][cH:6][cH:7]1)[C:21]([CH2:20][O:19][CH2:12][c:13]1[cH:14][cH:15][cH:16][cH:17][cH:18]1)=[O:22].